Dataset: the Open Reaction Database (ORD), a public repository of structured organic reaction records. Task: describe an organic reaction: reactants, conditions, products, and yield The reactants are CC(C)(C)OC(=O)NCC(=O)ON1C(=O)CCC1=O, ClC(Cl)Cl, Cn1ncc(NC(=O)C(N)CCCNC(=O)OC(C)(C)C)c1NC(c1ccccc1)(c1ccccc1)c1ccccc1, C1CCOC1. The product is Cn1ncc(NC(=O)C(CCCNC(=O)OC(C)(C)C)NC(=O)CNC(=O)OC(C)(C)C)c1NC(c1ccccc1)(c1ccccc1)c1ccccc1. RXN SMILES: [C:43]([CH3:44])([CH3:45])([CH3:46])[O:47][C:48](=[O:49])[NH:50][CH2:51][C:52](=[O:53])[O:54][N:55]1[C:56](=[O:57])[CH2:58][CH2:59][C:60]1=[O:61].[CH:62]([Cl:63])([Cl:64])[Cl:65].[NH2:1][CH:2]([CH2:3][CH2:4][CH2:5][NH:6][C:7]([O:8][C:9]([CH3:10])([CH3:11])[CH3:12])=[O:13])[C:14](=[O:15])[NH:16][c:17]1[cH:18][n:19][n:20]([CH3:42])[c:21]1[NH:22][C:23]([c:24]1[cH:25][cH:26][cH:27][cH:28][cH:29]1)([c:30]1[cH:31][cH:32][cH:33][cH:34][cH:35]1)[c:36]1[cH:37][cH:38][cH:39][cH:40][cH:41]1.[O:66]1[CH2:67][CH2:68][CH2:69][CH2:70]1>>[NH:1]([CH:2]([CH2:3][CH2:4][CH2:5][NH:6][C:7]([O:8][C:9]([CH3:10])([CH3:11])[CH3:12])=[O:13])[C:14](=[O:15])[NH:16][c:17]1[cH:18][n:19][n:20]([CH3:42])[c:21]1[NH:22][C:23]([c:24]1[cH:25][cH:26][cH:27][cH:28][cH:29]1)([c:30]1[cH:31][cH:32][cH:33][cH:34][cH:35]1)[c:36]1[cH:37][cH:38][cH:39][cH:40][cH:41]1)[C:52]([CH2:51][NH:50][C:48]([O:47][C:43]([CH3:44])([CH3:45])[CH3:46])=[O:49])=[O:53]. Reactants: COc1ccc2cc(C(C)=O)ccc2c1, CCOP(=O)(CC(=O)OC)OCC, C1CCOC1, [Cl-], [H-], [NH4+], [Na+], O. The product is COC(=O)C=C(C)c1ccc2cc(OC)ccc2c1. As a reaction SMILES: [C:16]([CH3:17])(=[O:18])[c:19]1[cH:20][c:21]2[cH:22][cH:23][c:24]([O:29][CH3:30])[cH:25][c:26]2[cH:27][cH:28]1.[CH2:1]([O:2][P:3]([O:4][CH2:5][CH3:6])(=[O:7])[CH2:9][C:10](=[O:11])[O:12][CH3:13])[CH3:8].[CH2:33]1[O:34][CH2:35][CH2:36][CH2:37]1.[Cl-:31].[H-:15].[NH4+:32].[Na+:14].[OH2:38]>>[CH:9]([C:10](=[O:11])[O:12][CH3:13])=[C:16]([CH3:17])[c:19]1[cH:20][c:21]2[cH:22][cH:23][c:24]([O:29][CH3:30])[cH:25][c:26]2[cH:27][cH:28]1. Reactants: Cl.C(C)(C)O (hydrochloric acid isopropanol), N1C[C@H](CC1)NC(=O)C12CC3CC(CC(C1)C3)C2 ((S)-N-(Pyrrolidin-3-yl)-1-adamantanecarboxamide), C1(=CC=C(C=C1)S(=O)(=O)OCCC1=CC(=CC=C1)C(F)(F)F)C (2-(3-trifluoromethylphenyl)ethyl p-toluenesulfonate), Cl (hydrochloride). Product: O.Cl.FC(C=1C=C(C=CC1)CCN1C[C@H](CC1)NC(=O)C12CC3CC(CC(C1)C3)C2)(F)F ((S)-N-(1-(2-(3-trifluoromethylphenyl)ethyl)pyrrolidin-3-yl)-1-adamantanecarboxamide hydrochloride monohydrate). As a reaction SMILES: [NH:1]1[CH2:5][CH2:4][C@H:3]([NH:6][C:7]([C:9]23[CH2:18][CH:13]4[CH2:14][CH:15]([CH2:17][CH:11]([CH2:12]4)[CH2:10]2)[CH2:16]3)=[O:8])[CH2:2]1.C1(C)C=CC(S(O[CH2:29][CH2:30][C:31]2[CH:36]=[CH:35][CH:34]=[C:33]([C:37]([F:40])([F:39])[F:38])[CH:32]=2)(=O)=O)=CC=1.[ClH:42].Cl.C(O)(C)C>>[OH2:8].[ClH:42].[F:38][C:37]([F:39])([F:40])[C:33]1[CH:32]=[C:31]([CH2:30][CH2:29][N:1]2[CH2:5][CH2:4][C@H:3]([NH:6][C:7]([C:9]34[CH2:18][CH:13]5[CH2:14][CH:15]([CH2:17][CH:11]([CH2:12]5)[CH2:10]3)[CH2:16]4)=[O:8])[CH2:2]2)[CH:36]=[CH:35][CH:34]=1 |f:3.4,5.6.7|. Procedure: (S)-N-(Pyrrolidin-3-yl)-1-adamantanecarboxamide (0.5 g) and 2-(3-trifluoromethylphenyl)ethyl p-toluenesulfonate (0.69 g) were reacted under the same conditions as in Example 1. After the same post-treatment as in Example 1, the obtained compound was converted to hydrochloride with 30% hydrochloric acid-isopropanol to give (S)-N-(1-(2-(3-trifluoromethylphenyl)ethyl)pyrrolidin-3-yl)-1-adamantanecarboxamide hydrochloride monohydrate (0.44 g), melting point 160-163° C. The reactants are CC(C)(C)CC1NC(C(=O)NC2(C)CCN(C(=O)OC(C)(C)C)CC2)C(c2cccc(Cl)c2F)C1(C#N)c1ccc(Cl)cc1F, ClCCl, O=C(O)C(F)(F)F. Product: CC(C)(C)CC1NC(C(=O)NC2(C)CCNCC2)C(c2cccc(Cl)c2F)C1(C#N)c1ccc(Cl)cc1F. As a reaction SMILES: [Cl:1][c:2]1[c:3]([F:45])[c:4]([CH:8]2[CH:9]([C:28](=[O:29])[NH:30][C:31]3([CH3:44])[CH2:32][CH2:33][N:34]([C:37]([O:38][C:39]([CH3:40])([CH3:41])[CH3:42])=[O:43])[CH2:35][CH2:36]3)[NH:10][CH:11]([CH2:23][C:24]([CH3:25])([CH3:26])[CH3:27])[C:12]2([C:13]#[N:14])[c:15]2[c:16]([F:22])[cH:17][c:18]([Cl:21])[cH:19][cH:20]2)[cH:5][cH:6][cH:7]1.[Cl:53][CH2:54][Cl:55].[F:46][C:47]([F:48])([F:49])[C:50]([OH:51])=[O:52]>>[Cl:1][c:2]1[c:3]([F:45])[c:4]([CH:8]2[CH:9]([C:28](=[O:29])[NH:30][C:31]3([CH3:44])[CH2:32][CH2:33][NH:34][CH2:35][CH2:36]3)[NH:10][CH:11]([CH2:23][C:24]([CH3:25])([CH3:26])[CH3:27])[C:12]2([C:13]#[N:14])[c:15]2[c:16]([F:22])[cH:17][c:18]([Cl:21])[cH:19][cH:20]2)[cH:5][cH:6][cH:7]1.